From a dataset of the Open Reaction Database (ORD), a public repository of structured organic reaction records. describe an organic reaction: reactants, conditions, products, and yield Starting materials: [N+](=O)([O-])C1=NNC=C1 (3-nitro-1H-pyrazole), [H-].[Na+] (sodium hydride), oil, ClCSC (chloro-methylsulfanyl-methane). Solvent: CN(C=O)C (N,N-dimethylformamide). The product is CSCN1N=C(C=C1)[N+](=O)[O-] (1-methylsulfanylmethyl-3-nitro-1H-pyrazole). The yield is 67.1%. As a reaction SMILES: [N+:1]([C:4]1[CH:8]=[CH:7][NH:6][N:5]=1)([O-:3])=[O:2].[H-].[Na+].Cl[CH2:12][S:13][CH3:14]>CN(C)C=O>[CH3:12][S:13][CH2:14][N:6]1[CH:7]=[CH:8][C:4]([N+:1]([O-:3])=[O:2])=[N:5]1 |f:1.2|. Reported procedure: To a solution of 3-nitro-1H-pyrazole (prepared in example 3, 50 mg, 4.42 mmol) in anhydrous N,N-dimethylformamide (5 mL), a 60% dispersion of sodium hydride in mineral oil (230 mg, 5.75 mmol) was added while stirring under nitrogen. After the effervescence ceased and the mixture was stirred for additional 30 min, chloro-methylsulfanyl-methane (555 mg, 5.75 mmol) was added. The mixture was continued to stir under nitrogen for an additional 2 h. The solvent was removed in vacuo and purification by... The reactants are Cc1cc(C=O)c(c(c1)[Br])F, CC1=CN=C(C=C1)N, [C-]#[N+]C1CCCCC1. The reagents and catalysts are O=C(O)C(F)(F)F (trifluoroacetic acid). Solvent: CC(C)O (isopropyl alcohol), CC(C)O (isopropylalcohol). Run at temperature 22 celsius, time 20 hour. The product is Cc1cc(c(c(c1)[Br])F)c1c(NC2CCCCC2)n2cc(C)ccc2n1. Isolated yield 51.7%. RXN SMILES: CC1=CC=C(N)N=C1.[C-]#[N+]C1CCCCC1.CC1=CC(Br)=C(F)C(C=O)=C1>>CC1=CN2C(C=C1)=NC(=C2NC1CCCCC1)C1=CC(C)=CC(Br)=C1F.